This data is from the Open Reaction Database (ORD), a public repository of structured organic reaction records. The task is: describe an organic reaction: reactants, conditions, products, and yield The reactants are C(C)OC(=O)C=1C=NC2=C(C=CC=C2C1NC1CCC(CC1)C)OC (8-methoxy-4-(4-methyl-cyclohexylamino)-quinoline-3-carboxylic acid ethyl ester), ClC1=CC(=CC=C1)N=C=O (1-chloro-3-isocyanato-benzene). The product is ClC=1C=C(C=CC1)N1C(N(C2=C(C=NC=3C(=CC=CC23)OC)C1=O)C1CCC(CC1)C)=O (3-(3-Chloro-phenyl)-7-methoxy-1-(4-methyl-cyclohexyl)-1H-pyrimido[5,4-c]quinoline-2,4-dione). The yield is 58.1%. RXN SMILES: C(O[C:4]([C:6]1[CH:7]=[N:8][C:9]2[C:14]([C:15]=1[NH:16][CH:17]1[CH2:22][CH2:21][CH:20]([CH3:23])[CH2:19][CH2:18]1)=[CH:13][CH:12]=[CH:11][C:10]=2[O:24][CH3:25])=[O:5])C.[Cl:26][C:27]1[CH:32]=[CH:31][CH:30]=[C:29]([N:33]=[C:34]=[O:35])[CH:28]=1>>[Cl:26][C:27]1[CH:28]=[C:29]([N:33]2[C:4](=[O:5])[C:6]3[CH:7]=[N:8][C:9]4[C:10]([O:24][CH3:25])=[CH:11][CH:12]=[CH:13][C:14]=4[C:15]=3[N:16]([CH:17]3[CH2:22][CH2:21][CH:20]([CH3:23])[CH2:19][CH2:18]3)[C:34]2=[O:35])[CH:30]=[CH:31][CH:32]=1. Procedure details: 3-(3-Chloro-phenyl)-7-methoxy-1-(4-methyl-cyclohexyl)-1H-pyrimido[5,4-c]quinoline-2,4-dione (115 mg) was prepared from 8-methoxy-4-(4-methyl-cyclohexylamino)-quinoline-3-carboxylic acid ethyl ester (150 mg, 0.44 mmol) and 1-chloro-3-isocyanato-benzene (0.66 mmol) following general procedure C. LCMS: m/z 450 [M+1]+. The reactants are C[N+]1(CCOCC1)[O-] (NMO), resultant solution, O (H2O), [Si](C1=CC=CC=C1)(C1=CC=CC=C1)(C(C)(C)C)OC[C@@H](CO)C ((R)-3-(t-butyldiphenylsilyloxy)-2-methylpropanol). Reagents/catalysts: CCC[N+](CCC)(CCC)CCC.[O-][Ru](=O)(=O)=O (TPAP). Solvent: ClCCl (dichloromethane). Conditions: time 15 minute. The product is [Si](C1=CC=CC=C1)(C1=CC=CC=C1)(C(C)(C)C)OC[C@@H](C=O)C ((S)-3-(t-butyldiphenylsilyloxy)-2-methylpropanal). The yield is 97.5%. Reaction SMILES: [Si:1]([O:18][CH2:19][C@H:20]([CH3:23])[CH2:21][OH:22])([C:14]([CH3:17])([CH3:16])[CH3:15])([C:8]1[CH:13]=[CH:12][CH:11]=[CH:10][CH:9]=1)[C:2]1[CH:7]=[CH:6][CH:5]=[CH:4][CH:3]=1.C[N+]1([O-])CCOCC1.O>ClCCl.CCC[N+](CCC)(CCC)CCC.[O-][Ru](=O)(=O)=O>[Si:1]([O:18][CH2:19][C@H:20]([CH3:23])[CH:21]=[O:22])([C:14]([CH3:16])([CH3:17])[CH3:15])([C:8]1[CH:9]=[CH:10][CH:11]=[CH:12][CH:13]=1)[C:2]1[CH:3]=[CH:4][CH:5]=[CH:6][CH:7]=1 |f:4.5|. Procedure details: Under argon atmosphere, (R)-3-(t-butyldiphenylsilyloxy)-2-methylpropanol (48) (725 mg, 2.2 mmol) was dissolved in 40 ml of dry dichloromethane. MS-4A (30 mg), NMO (862 mg, 11.1 mmol) and TPAP (catalytic amount) were added to the resultant solution at 0° C., and the mixture was stirred for 15 min. The reaction mixture was further stirred overnight after the temperature was returned to room temperature. Subsequently, H2O was added to the reaction mixture, and the mixture was extracted with ethyl a...